Dataset: the Open Reaction Database (ORD), a public repository of structured organic reaction records. Task: describe an organic reaction: reactants, conditions, products, and yield The reactants are ClCCl, [Na+], [OH-], NCCCn1ccnc1-c1ccccc1, O=C(Cl)c1ccco1. Product: O=C(NCCCn1ccnc1-c1ccccc1)c1ccco1. Reaction SMILES: [CH2:26]([Cl:27])[Cl:28].[Na+:17].[OH-:16].[c:1]1(-[c:7]2[n:8]([CH2:12][CH2:13][CH2:14][NH2:15])[cH:9][cH:10][n:11]2)[cH:2][cH:3][cH:4][cH:5][cH:6]1.[o:18]1[c:19]([C:23](=[O:24])[Cl:25])[cH:20][cH:21][cH:22]1>>[c:1]1(-[c:7]2[n:8]([CH2:12][CH2:13][CH2:14][NH:15][C:23]([c:19]3[o:18][cH:22][cH:21][cH:20]3)=[O:24])[cH:9][cH:10][n:11]2)[cH:2][cH:3][cH:4][cH:5][cH:6]1. The product is COC1=CC=C(C=C1)S(=O)(=O)N1CCC2(CC1)C=CC1=CC=CC=C12 (1'-((4-Methoxyphenyl)SULFONYL)SPIRO-(1H-INDENE-1,4'-PIPERIDINE)). Starting materials: N1CCC2(CC1)C=CC1=CC=CC=C12 (spiro(1H-indene-1,4'-piperidine)), COC1=CC=C(C=C1)S(=O)(=O)Cl (p-methoxybenzenesulfonyl chloride), p-bromo. Reaction SMILES: [NH:1]1[CH2:6][CH2:5][C:4]2([C:14]3[C:9](=[CH:10][CH:11]=[CH:12][CH:13]=3)[CH:8]=[CH:7]2)[CH2:3][CH2:2]1.[CH3:15][O:16][C:17]1[CH:22]=[CH:21][C:20]([S:23](Cl)(=[O:25])=[O:24])=[CH:19][CH:18]=1>>[CH3:15][O:16][C:17]1[CH:18]=[CH:19][C:20]([S:23]([N:1]2[CH2:6][CH2:5][C:4]3([C:14]4[C:9](=[CH:10][CH:11]=[CH:12][CH:13]=4)[CH:8]=[CH:7]3)[CH2:3][CH2:2]2)(=[O:25])=[O:24])=[CH:21][CH:22]=1. Procedure: The procedure of example 3 was carried out using 20 mg (0.108 mmol) of spiro(1H-indene-1,4'-piperidine), and substituting p-methoxybenzenesulfonyl chloride (21 mg, 0.1 mmol) for the p-bromo derivative. The title compound was obtained as a solid: (m.p. 181°-183°).